From a dataset of the Open Reaction Database (ORD), a public repository of structured organic reaction records. describe an organic reaction: reactants, conditions, products, and yield Reactants: C(=O)(O)C1=C(CCC=2C=C(C=CC2)C(C#N)C)C=CC=C1 (2-[3-(2-Carboxyphenethyl)phenyl]propionitrile), polyphosphoric acid, O (water). Solvent: C(Cl)Cl (methylene chloride), C(C)(=O)OCC (ethyl acetate). Reaction conditions: temperature 100 celsius. Yields the product O=C1C2=C(CCC3=C1C=CC(=C3)C(C(=O)N)C)C=CC=C2 (2-(5-oxo-10,11-dihydrodibenzo[a,d]cyclohepten-2-yl)propionamide). RXN SMILES: [C:1]([C:4]1[CH:21]=[CH:20][CH:19]=[CH:18][C:5]=1[CH2:6][CH2:7][C:8]1[CH:9]=[C:10]([CH:14]([CH3:17])[C:15]#[N:16])[CH:11]=[CH:12][CH:13]=1)([OH:3])=O.[OH2:22]>C(Cl)Cl.C(OCC)(=O)C>[O:3]=[C:1]1[C:13]2[CH:12]=[CH:11][C:10]([CH:14]([CH3:17])[C:15]([NH2:16])=[O:22])=[CH:9][C:8]=2[CH2:7][CH2:6][C:5]2[CH:18]=[CH:19][CH:20]=[CH:21][C:4]1=2. Reported procedure: 2-[3-(2-Carboxyphenethyl)phenyl]propionitrile (26 g.) is added to polyphosphoric acid (135 g.) [prepared from orthophosphoric acid (d = 1.7; 430 g.) and phosphorus pentoxide (500 g.)] and the emulsion obtained is heated for 1 hour at 100°C. After cooling, the reaction mixture is taken up in water (200 cc.) and methylene chloride (200 cc.). The organic layer is decanted, washed with a saturated solution of sodium bicarbonate (2 × 100 cc.) and then with water (2 × 100 cc.) and is finally dried ove... The reactants are COc1cc2c(Oc3ccc(NC(=O)C(=O)NCCc4ccccc4)cc3F)ccnc2cc1OCc1ccccc1, CO, CCOC(C)=O, CC(=O)O, ClCCl, CN(C)C=O, [OH-], [OH-], [Pd+2]. Yields the product COc1cc2c(Oc3ccc(NC(=O)C(=O)NCCc4ccccc4)cc3F)ccnc2cc1O. As a reaction SMILES: [CH2:1]([c:2]1[cH:3][cH:4][cH:5][cH:6][cH:7]1)[O:8][c:9]1[c:10]([O:41][CH3:42])[cH:11][c:12]2[c:13]([O:19][c:20]3[c:21]([F:40])[cH:22][c:23]([NH:26][C:27]([C:28](=[O:29])[NH:30][CH2:31][CH2:32][c:33]4[cH:34][cH:35][cH:36][cH:37][cH:38]4)=[O:39])[cH:24][cH:25]3)[cH:14][cH:15][n:16][c:17]2[cH:18]1.[CH3:43][OH:44].[CH3:53][CH2:54][O:55][C:56](=[O:57])[CH3:58].[CH3:59][C:60](=[O:61])[OH:62].[Cl:50][CH2:51][Cl:52].[O:45]=[CH:46][N:47]([CH3:48])[CH3:49].[OH-:63].[OH-:65].[Pd+2:64]>>[OH:8][c:9]1[c:10]([O:41][CH3:42])[cH:11][c:12]2[c:13]([O:19][c:20]3[c:21]([F:40])[cH:22][c:23]([NH:26][C:27]([C:28](=[O:29])[NH:30][CH2:31][CH2:32][c:33]4[cH:34][cH:35][cH:36][cH:37][cH:38]4)=[O:39])[cH:24][cH:25]3)[cH:14][cH:15][n:16][c:17]2[cH:18]1. The reactants are ClC1=CC=C(COC=2C=CC3=C(C=C(CCS3(=O)=O)C(=O)OC)C2)C=C1 (methyl 7-[(4-chlorobenzyl)oxy]-1,1-dioxo-2,3-dihydro-1-benzothiepine-4-carboxylate), C([O-])([O-])=O.[K+].[K+] (potassium carbonate), Cl (hydrochloric acid). The solvent is C1CCOC1.CO (THF methanol). Run at temperature 67.5 celsius, time 23 hour. Yields the product ClC1=CC=C(COC=2C=CC3=C(C=C(CCS3(=O)=O)C(=O)O)C2)C=C1 (7-[(4-chlorobenzyl)oxy]-1,1-dioxo-2,3-dihydro-1-benzothiepine-4-carboxylic acid). Isolated yield 77.3%. As a reaction SMILES: [Cl:1][C:2]1[CH:26]=[CH:25][C:5]([CH2:6][O:7][C:8]2[CH:9]=[CH:10][C:11]3[S:17](=[O:19])(=[O:18])[CH2:16][CH2:15][C:14]([C:20]([O:22]C)=[O:21])=[CH:13][C:12]=3[CH:24]=2)=[CH:4][CH:3]=1.C(=O)([O-])[O-].[K+].[K+].Cl>C1COCC1.CO>[Cl:1][C:2]1[CH:3]=[CH:4][C:5]([CH2:6][O:7][C:8]2[CH:9]=[CH:10][C:11]3[S:17](=[O:19])(=[O:18])[CH2:16][CH2:15][C:14]([C:20]([OH:22])=[O:21])=[CH:13][C:12]=3[CH:24]=2)=[CH:25][CH:26]=1 |f:1.2.3,5.6|. Procedure: Into a solution of methyl 7-[(4-chlorobenzyl)oxy]-1,1-dioxo-2,3-dihydro-1-benzothiepine-4-carboxylate (200 mg) in THF/methanol (3/1.5 ml) was added at room temperature an aqueous solution (0.7 ml) of potassium carbonate (140 mg), and the resulting mixture was stirred at 65-70° C. for 23 hours. After cooling to room temperature, 1 N hydrochloric acid was added to the reaction mixture until the pH was adjusted to 5, and the precipitated crystals were collected by filtration. The crystals were wash...